describe an organic reaction: reactants, conditions, products, and yield From a dataset of the Open Reaction Database (ORD), a public repository of structured organic reaction records. The reactants are C(C1=CC=CC=C1)(=O)Cl (benzoyl chloride), CN1CCC(CC1)OC=1C=C(C=CC1)N (3-(1-methyl-piperidin-4-yloxy)-phenylamine). The solvent is O1CCOCC1 (dioxane). Reaction conditions: temperature 110 celsius. The product is Cl.CN1CCC(CC1)OC=1C=C(C=CC1)NC(C1=CC=CC=C1)=O (N-[3-(1-Methyl-piperidin-4-yloxy)-phenyl]-benzamide hydrochloride), base. The yield is 91.0%. RXN SMILES: [C:1]([Cl:9])(=[O:8])[C:2]1[CH:7]=[CH:6][CH:5]=[CH:4][CH:3]=1.[CH3:10][N:11]1[CH2:16][CH2:15][CH:14]([O:17][C:18]2[CH:19]=[C:20]([NH2:24])[CH:21]=[CH:22][CH:23]=2)[CH2:13][CH2:12]1>O1CCOCC1>[ClH:9].[CH3:10][N:11]1[CH2:12][CH2:13][CH:14]([O:17][C:18]2[CH:19]=[C:20]([NH:24][C:1](=[O:8])[C:2]3[CH:7]=[CH:6][CH:5]=[CH:4][CH:3]=3)[CH:21]=[CH:22][CH:23]=2)[CH2:15][CH2:16]1 |f:3.4|. Procedure details: Add benzoyl chloride (0.062 mL, 0.534 mmol) to a solution of 3-(1-methyl-piperidin-4-yloxy)-phenylamine (preparation 28, 102 mg, 0.494 mmol) in dioxane (3.5 mL) in a sealed tube and heat at 110° C. for 2 hr. Purification by SCX column, eluting with ammonia (2.0 N in methanol) gives the title compound as the free base (137 mg, 91%). Dissolve the residue in diethyl ether and treat with ethereal hydrogen chloride (1.0 M). Triturate the resulting gum with ether to give the title compound as the hydr... Reactants: CC(O)CNc1c(Br)cnc2cc(Cl)ccc12, CC(C)(C)[O-], CN(C)C=O, [K+], O. The product is CC1CNc2c(cnc3cc(Cl)ccc23)O1. RXN SMILES: [Br:1][c:2]1[cH:3][n:4][c:5]2[cH:6][c:7]([Cl:17])[cH:8][cH:9][c:10]2[c:11]1[NH:12][CH2:13][CH:14]([CH3:15])[OH:16].[CH3:18][C:19]([CH3:20])([O-:21])[CH3:22].[CH3:24][N:25]([CH3:26])[CH:27]=[O:28].[K+:23].[OH2:29]>>[c:2]12[cH:3][n:4][c:5]3[cH:6][c:7]([Cl:17])[cH:8][cH:9][c:10]3[c:11]1[NH:12][CH2:13][CH:14]([CH3:15])[O:16]2. Reactants: [BH4-], COCCOC, ClCCl, Brc1ccc(C2=CCN(Cc3ccccc3)CC2)cc1, [K+], [Na+], [OH-], O, OO. The product is OC1CN(Cc2ccccc2)CCC1c1ccc(Br)cc1. Reaction SMILES: [BH4-:1].[CH2:27]([CH2:28][O:29][CH3:30])[O:31][CH3:32].[CH2:34]([Cl:35])[Cl:36].[CH2:3]([c:4]1[cH:5][cH:6][cH:7][cH:8][cH:9]1)[N:10]1[CH2:11][CH2:12][C:13]([c:16]2[cH:17][cH:18][c:19]([Br:22])[cH:20][cH:21]2)=[CH:14][CH2:15]1.[K+:24].[Na+:2].[OH-:23].[OH2:33].[OH:25][OH:26]>>[CH2:3]([c:4]1[cH:5][cH:6][cH:7][cH:8][cH:9]1)[N:10]1[CH2:11][CH2:12][CH:13]([c:16]2[cH:17][cH:18][c:19]([Br:22])[cH:20][cH:21]2)[CH:14]([OH:23])[CH2:15]1. The reactants are CC(C)(C)OC(=O)N1CCC(C#N)(COS(C)(=O)=O)CC1, Cc1ccccc1O, CN(C)C=O, [H-], [Na+], O. Product: Cc1ccccc1OCC1(C#N)CCN(C(=O)OC(C)(C)C)CC1. As a reaction SMILES: [C:11]([CH3:12])([CH3:13])([CH3:14])[O:15][C:16](=[O:17])[N:18]1[CH2:19][CH2:20][C:21]([CH2:24][O:25][S:26]([CH3:27])(=[O:28])=[O:29])([C:30]#[N:31])[CH2:22][CH2:23]1.[CH3:1][c:2]1[cH:3][cH:4][cH:5][cH:6][c:7]1[OH:8].[CH3:33][N:34]([CH3:35])[CH:36]=[O:37].[H-:9].[Na+:10].[OH2:32]>>[CH3:1][c:2]1[cH:3][cH:4][cH:5][cH:6][c:7]1[O:8][CH2:24][C:21]1([C:30]#[N:31])[CH2:20][CH2:19][N:18]([C:16]([O:15][C:11]([CH3:12])([CH3:13])[CH3:14])=[O:17])[CH2:23][CH2:22]1. The reactants are [Ag+2], BrBr, [K+], c1ccc2c(c1)CCCCN2, [OH-], O=S(=O)(O)O, O=S(=O)([O-])[O-]. Yields the product Brc1ccc2c(c1)NCCCC2. As a reaction SMILES: [Ag+2:26].[Br:12][Br:13].[K+:15].[NH:1]1[c:2]2[c:3]([cH:8][cH:9][cH:10][cH:11]2)[CH2:4][CH2:5][CH2:6][CH2:7]1.[OH-:14].[S:16](=[O:17])(=[O:18])([OH:19])[OH:20].[S:21]([O-:22])([O-:23])(=[O:24])=[O:25]>>[NH:1]1[c:2]2[c:3]([cH:8][cH:9][c:10]([Br:12])[cH:11]2)[CH2:4][CH2:5][CH2:6][CH2:7]1. Reactants: C(C)C12C(CCCC=3C1=CC=1C=NN(C1C3)C3=CC=C(C=C3)F)CC(=CC2)C(F)(F)F (rac-(4aS,12bR)-12b-ethyl-9-(4-fluorophenyl)-3-(trifluoromethyl)-1,4,4a,5,6,7,9,12b-octahydrobenzo[6,7]cyclohepta[1,2-f]indazole), C(C)C12C(CCCC=3C1=CC=1C=NN(C1C3)C3=CC=C(C=C3)F)C=C(CC2)C(F)(F)F (rac-(4aS,12bR)-12b-ethyl-9-(4-fluorophenyl)-3-(trifluoromethyl)-1,2,4a,5,6,7,9,12b-octahydrobenzo[6,7]cyclohepta[1,2-f]indazole), C1CCOC1 (THF), Potassium osmate dihydrate, C[N+]1(CCOCC1)[O-] (4-methylmorpholine N-oxide), potassium osmate dihydrate, C[N+]1(CCOCC1)[O-] (4-methylmorpholine N-oxide). The solvent is O (water), O (water). Conditions: temperature 40 celsius, time 20 hour. The product is C(C)C12C(CCCC=3C1=CC=1C=NN(C1C3)C3=CC=C(C=C3)F)C(C(CC2)(O)C(F)(F)F)O (rac-(3R,4S,4aR,12bR)-12b-ethyl-9-(4-fluorophenyl)-3-(trifluoromethyl)-1,2,3,4,4a,5,6,7,9,12b-decahydrobenzo[6,7]cyclohepta[1,2-f]indazole-3,4-diol). The yield is 51.0%. As a reaction SMILES: C[N+]1([O-])CC[O:5]CC1.[CH2:9]([C:11]12CC=[C:33]([C:36]([F:39])([F:38])[F:37])[CH2:32][CH:12]1CC[CH2:15][C:16]1[C:17]2=[CH:18][C:19]2[CH:20]=[N:21][N:22]([C:25]3[CH:30]=[CH:29][C:28]([F:31])=[CH:27][CH:26]=3)[C:23]=2[CH:24]=1)[CH3:10].C(C12CCC(C(F)(F)F)=CC1CCCC1C2=CC2C=NN(C3C=CC(F)=CC=3)C=2C=1)C.[CH2:71]1[CH2:75][O:74][CH2:73][CH2:72]1>O>[CH2:9]([C:11]12[CH2:12][CH2:32][C:33]([C:36]([F:39])([F:38])[F:37])([OH:5])[CH:73]([OH:74])[CH:72]1[CH2:71][CH2:75][CH2:15][C:16]1[C:17]2=[CH:18][C:19]2[CH:20]=[N:21][N:22]([C:25]3[CH:30]=[CH:29][C:28]([F:31])=[CH:27][CH:26]=3)[C:23]=2[CH:24]=1)[CH3:10]. Reported procedure: To a vessel containing pyridine (0.886 g, 11.2 mmol) was added rac-(3S,4aS,12bR)-12b-ethyl-9-(4-fluorophenyl)-3-(trifluoromethyl)-1,2,3,4,4a,5,6,7,9,12b-decahydrobenzo[6,7]cyclohepta[1,2-f]indazol-3-ol (15, R1=4-Fluorophenyl, R2=Ethyl, R3=Trifluoromethyl) (0.100 g, 0.224 mmol), and thionyl chloride (0.480 g, 4.03 mmol). The reaction was warmed to about 80° C. for about 3 h. The reaction was cooled to rt, slowly quenched with sat. aq. NaHCO3 (10 mL) and then extracted with EtOAc (3×10 mL). The co... The reactants are CO (Methanol), C(C)(=O)OC=1C(=C(C=CC1)I=O)OC(C)=O (diacetoxyiodosobenzene), II (iodine), C(C1=CC=CC=C1)OC(=O)N1[C@@H](CCC1)C(=O)O ((S)-pyrrolidine-1,2-dicarboxylic acid 1-benzyl ester). Run in ClCCl (dichloromethane). Conditions: time 5 hour. The product is C(C1=CC=CC=C1)OC(=O)N1C(CCC1)OC (2-Methoxy-pyrrolidine-1-carboxylic acid benzyl ester). Yield: 88.3%. As a reaction SMILES: [CH2:1]([O:8][C:9]([N:11]1[CH2:15][CH2:14][CH2:13][C@H:12]1C(O)=O)=[O:10])[C:2]1[CH:7]=[CH:6][CH:5]=[CH:4][CH:3]=1.[C:19](OC1C(OC(=O)C)=C(I=O)C=CC=1)(=[O:21])C.II.CO>ClCCl>[CH2:1]([O:8][C:9]([N:11]1[CH2:15][CH2:14][CH2:13][CH:12]1[O:21][CH3:19])=[O:10])[C:2]1[CH:3]=[CH:4][CH:5]=[CH:6][CH:7]=1. Reported procedure: To a mixture of (S)-pyrrolidine-1,2-dicarboxylic acid 1-benzyl ester (purchased at Fluka, Ref 97090, 6 g, 1.0 eq.) in dichloromethane (300 mL) was added diacetoxyiodosobenzene (15.8 g, 2 eq.) and iodine (3.0 eq., 0.5 eq.). The mixture was stirred 5 h at room temperature. Methanol (12 mL) was added and the reaction mixture was stirred for an additional 1.5 h at room temperature, partitioned between an aqueous solution of sodium sulfite and dichloromethane. The organic layer was washed with an aqu...